From a dataset of the Open Reaction Database (ORD), a public repository of structured organic reaction records. describe an organic reaction: reactants, conditions, products, and yield Starting materials: Cl[O-].[Na+] (Sodium hypochlorite), NC1=CC=NC=C1 (4-aminopyridine), Cl[O-].[Na+] (sodium hypochlorite). The solvent is O (water). Conditions: time 2 hour. Yields the product N(=NC1=CC=NC=C1)C1=CC=NC=C1 (4,4'-Azodipyridine). As a reaction SMILES: Cl[O-].[Na+].[NH2:4][C:5]1[CH:10]=[CH:9][N:8]=[CH:7][CH:6]=1>O>[N:4]([C:5]1[CH:10]=[CH:9][N:8]=[CH:7][CH:6]=1)=[N:4][C:5]1[CH:10]=[CH:9][N:8]=[CH:7][CH:6]=1 |f:0.1|. Reported procedure: Sodium hypochlorite, 1000 ml (5.25%, 0.72 mole) was added dropwise to a cold solution (5° C.) of 50 g (0.5 mole) of 4-aminopyridine in 400 ml water. The sodium hypochlorite was added at such a rate as to maintain the reaction temperature at less than 10° C. After the addition was completed, the reactants were stirred for an additional 11/2 hours at ~10° C. The resultant suspension was filtered and air dried to leave a crude brown solid. Recrystallization from methylcyclohexane yielded light oran... Reactants: N1(C=NC=C1)CCCC(=O)C1=CC2=CC=CC=C2C=C1 (4-(1H-imidazol-1-yl)-1-(2-naphthyl)-1-butanone), [BH4-].[Na+] (NaBH4), O (Water). Run in CO (MeOH). Run at time 2 hour. The product is N1(C=NC=C1)CCCC(O)C1=CC2=CC=CC=C2C=C1 (4-(1H-imidazol-1-yl)-1-(2-naphthyl)-1-butanol). Yield: 77.0%. Reaction SMILES: [N:1]1([CH2:6][CH2:7][CH2:8][C:9]([C:11]2[CH:20]=[CH:19][C:18]3[C:13](=[CH:14][CH:15]=[CH:16][CH:17]=3)[CH:12]=2)=[O:10])[CH:5]=[CH:4][N:3]=[CH:2]1.[BH4-].[Na+].O>CO>[N:1]1([CH2:6][CH2:7][CH2:8][CH:9]([C:11]2[CH:20]=[CH:19][C:18]3[C:13](=[CH:14][CH:15]=[CH:16][CH:17]=3)[CH:12]=2)[OH:10])[CH:5]=[CH:4][N:3]=[CH:2]1 |f:1.2|. Reported procedure: To a solution of 4-(1H-imidazol-1-yl)-1-(2-naphthyl)-1-butanone (0.793 g) in MeOH (5 ml) was added NaBH4 (0.213 g) and the mixture was stirred at room temperature for 2 hours. Water was added and the whole was concentrated. The residue was extracted with ethyl acetate. The extract was washed with water and brine, dried and concentrated. The residue was chromatographed on silica gel (ethyl acetate-MeOH=20:1) followed by crystallization to give the titled compound (0.615 g) as a colorless solid. Reaction SMILES: [C:1]([n:2]1[cH:3][cH:4][n:5][cH:6]1)([n:7]1[cH:8][cH:9][n:10][cH:11]1)=[O:12].[CH3:41][S:42]([CH3:43])=[O:44].[F:13][c:14]1[c:15](-[c:20]2[c:21]([C:22](=[O:23])[OH:24])[c:25]([NH:29][c:30]3[c:31]([F:37])[cH:32][c:33]([I:36])[cH:34][cH:35]3)[cH:26][n:27][cH:28]2)[cH:16][cH:17][cH:18][cH:19]1.[NH2:39][NH2:40].[OH2:38]>>[F:13][c:14]1[c:15](-[c:20]2[c:21]([C:22](=[O:23])[NH:39][NH2:40])[c:25]([NH:29][c:30]3[c:31]([F:37])[cH:32][c:33]([I:36])[cH:34][cH:35]3)[cH:26][n:27][cH:28]2)[cH:16][cH:17][cH:18][cH:19]1. Yields the product NNC(=O)c1c(Nc2ccc(I)cc2F)cncc1-c1ccccc1F. The reactants are O=C(n1ccnc1)n1ccnc1, CS(C)=O, O=C(O)c1c(Nc2ccc(I)cc2F)cncc1-c1ccccc1F, NN, O. The reactants are CCOC(=O)/N=N/C(=O)OCC (diethylazodicarboxylate), C(CCCCCCCCC)C=1C=NC(=NC1)C1=CC=C(C=C1)O (4-(5-decylpyrimidin-2-yl)-phenol), C[Si](CCCCCCCCO)(CC[Si](C)(C)C)C (8-[Dimethyl-(2-trimethylsilanyl-ethyl)-silanyl]-octan-1-ol), C1(=CC=CC=C1)P(C1=CC=CC=C1)C1=CC=CC=C1 (triphenylphosphine). Run in C1CCOC1 (THF), C1CCOC1 (THF). Conditions: time 24 hour. The product is C(CCCCCCCCC)C=1C=NC(=NC1)C1=CC=C(C=C1)OCCCCCCCC[Si](CC[Si](C)(C)C)(C)C (5-Decyl-2-(4-{8-[dimethyl-(2-trimethylsilanyl-ethyl)-silanyl]-octyloxy}-phenyl)-pyrimidine). As a reaction SMILES: CCOC(/N=N/C(OCC)=O)=O.[CH2:13]([C:23]1[CH:24]=[N:25][C:26]([C:29]2[CH:34]=[CH:33][C:32]([OH:35])=[CH:31][CH:30]=2)=[N:27][CH:28]=1)[CH2:14][CH2:15][CH2:16][CH2:17][CH2:18][CH2:19][CH2:20][CH2:21][CH3:22].[CH3:36][Si:37]([CH3:53])([CH2:47][CH2:48][Si:49]([CH3:52])([CH3:51])[CH3:50])[CH2:38][CH2:39][CH2:40][CH2:41][CH2:42][CH2:43][CH2:44][CH2:45]O.C1(P(C2C=CC=CC=2)C2C=CC=CC=2)C=CC=CC=1>C1COCC1>[CH2:13]([C:23]1[CH:24]=[N:25][C:26]([C:29]2[CH:30]=[CH:31][C:32]([O:35][CH2:45][CH2:44][CH2:43][CH2:42][CH2:41][CH2:40][CH2:39][CH2:38][Si:37]([CH3:53])([CH3:36])[CH2:47][CH2:48][Si:49]([CH3:50])([CH3:51])[CH3:52])=[CH:33][CH:34]=2)=[N:27][CH:28]=1)[CH2:14][CH2:15][CH2:16][CH2:17][CH2:18][CH2:19][CH2:20][CH2:21][CH3:22]. Procedure: A solution of diethylazodicarboxylate (0.065 g, 0.375 mmol) in THF (5.0 ml) was added dropwise to a stirred solution of 4-(5-decylpyrimidin-2-yl)-phenol (0.094 g, 0.300 mmol), compound 17 (0.083 g, 0.300 mmol) and triphenylphosphine (0.098 g, 0.375 mmol) in THF (10 ml). The treaction mixture was stirred at room temperature for 24 h, the solvent removed in vacuo and the residues purified by column chromatography [silica gel eluted with hexane/ethyl acetate (9:1)] to yield a colorless solid that w... Reactants: CC=1N=CNC1CSCCN (4-methyl-5-[(2-aminoethyl)thiomethyl]-imidazole), [N+](=O)([O-])C=C(SC)SC (1-nitro-2,2-bis methylthioethylene). Run in C(C)(C)(C)O (t-butanol), C(C)#N (acetonitrile). The product is [N+](=O)([O-])C=C(NCCSCC1=C(N=CN1)C)SC (1-nitro-2-methylthio-2-[2-((4-methyl-5-imidazolyl)methylthio)ethylamino]-ethylene). Yield: 54.9%. Reaction SMILES: [CH3:1][C:2]1[N:3]=[CH:4][NH:5][C:6]=1[CH2:7][S:8][CH2:9][CH2:10][NH2:11].[N+:12]([CH:15]=[C:16](SC)[S:17][CH3:18])([O-:14])=[O:13]>C(O)(C)(C)C.C(#N)C>[N+:12]([CH:15]=[C:16]([S:17][CH3:18])[NH:11][CH2:10][CH2:9][S:8][CH2:7][C:6]1[NH:5][CH:4]=[N:3][C:2]=1[CH3:1])([O-:14])=[O:13]. Procedure details: A solution of 4-methyl-5-[(2-aminoethyl)thiomethyl]-imidazole (1.71 g) in t-butanol (30 ml) was added slowly to a solution of 1-nitro-2,2-bis methylthioethylene (1.66 g) in acetonitrile (20 ml) at room temperature. The solution was heated under reflux for 3 hours, evaporated to dryness and chromatographed on a column of silica gel with elution by anhydrous ether (250 ml) followed by acetone (500 ml). The acetone eluate was concentrated to low bulk to give 1-nitro-2-methylthio-2-[2-((4-methyl-5-i... Starting materials: COC1=CC=C(C(C2=CC=CC=C2)(C2=CC=CC=C2)NC2=C3N=CN(C3=NC=N2)[C@@H]2C[C@@H](O)[C@@H](O2)COC(C2=CC=C(C=C2)OC)(C2=CC=CC=C2)C2=CC=CC=C2)C=C1 (6-N-(4-Monomethoxytrityl)-9-(2-deoxy-5-O-(4-monomethoxytrityl)-β-L-erythro-pentofuranosyl)adenine). Solvent: C(C)(=O)O (acetic acid). Product: C1[C@H]([C@@H](O[C@@H]1N2C=NC3=C2N=CN=C3N)CO)O (2′-deoxy-β-L-adenosine). Isolated yield 85.3%. Reaction SMILES: COC1C=CC(C([NH:20][C:21]2[N:29]=[CH:28][N:27]=[C:26]3[C:22]=2[N:23]=[CH:24][N:25]3[C@H:30]2[O:35][C@@H:34]([CH2:36][O:37]C(C3C=CC=CC=3)(C3C=CC=CC=3)C3C=CC(OC)=CC=3)[C@H:32]([OH:33])[CH2:31]2)(C2C=CC=CC=2)C2C=CC=CC=2)=CC=1>C(O)(=O)C>[CH2:31]1[C@@H:30]([N:25]2[C:26]3[N:27]=[CH:28][N:29]=[C:21]([NH2:20])[C:22]=3[N:23]=[CH:24]2)[O:35][C@@H:34]([CH2:36][OH:37])[C@@H:32]1[OH:33]. Procedure details: Compound 9 (0.44 g, 0.56 mmol) was treated with an aqueous solution of acetic acid 80% (17 mL) at room temperature for 5 h. The mixture was concentrated to dryness, the residue was dissolved in water (20 mL) and washed with diethyl ether (2×15 mL). The aqueous layer was concentrated and co-evaporated with toluene and methanol. The desired 2′-deoxy-β-L-adenosine (β-L-dA) (0.12 g, 83%) was obtained after purification by silica gel column chromatography (0-12% MeOH in dichloromethane) and filtratio... Reactants: O (water), BrCC(=O)OCC (ethyl bromoacetate), CC(C)([O-])C.[K+] (potassium tert-butoxide), C(C)(=O)NC1=C(C=C(C=C1)C=1OC2=C(C(C1)=O)C(=C(C=C2F)F)N)F (2-(4-Acetylamino-3-fluorophenyl)-5-amino-6,8-difluoro-4H-1-benzopyran-4-one). The solvent is CN(C=O)C (dimethylformamide). Reaction conditions: time 25 minute. The product is C(C)(=O)N(CC(=O)OCC)C1=C(C=C(C=C1)C=1OC2=C(C(C1)=O)C(=C(C=C2F)F)N)F (2-[4-(N-acetyl-N-ethoxycarbonylmethylamino)-3-fluorophenyl]-5-amino-6,8-difluoro-4H-1-benzopyran-4-one). Isolated yield 57.0%. RXN SMILES: [C:1]([NH:4][C:5]1[CH:10]=[CH:9][C:8]([C:11]2[O:12][C:13]3[C:21]([F:22])=[CH:20][C:19]([F:23])=[C:18]([NH2:24])[C:14]=3[C:15](=[O:17])[CH:16]=2)=[CH:7][C:6]=1[F:25])(=[O:3])[CH3:2].Br[CH2:27][C:28]([O:30][CH2:31][CH3:32])=[O:29].CC(C)([O-])C.[K+].O>CN(C)C=O>[C:1]([N:4]([C:5]1[CH:10]=[CH:9][C:8]([C:11]2[O:12][C:13]3[C:21]([F:22])=[CH:20][C:19]([F:23])=[C:18]([NH2:24])[C:14]=3[C:15](=[O:17])[CH:16]=2)=[CH:7][C:6]=1[F:25])[CH2:27][C:28]([O:30][CH2:31][CH3:32])=[O:29])(=[O:3])[CH3:2] |f:2.3|. Reported procedure: 3.48 g (10 mmol) of Compound 27 obtained in Example 27 was dissolved in 100 ml of dimethylformamide under argon atmosphere, 1.32 ml of ethyl bromoacetate and 1.23 g of potassium tert-butoxide were added under ice-cooling and the mixture was stirred at room temperature for 25 minutes. The reaction solution was cooled on ice, water was added and the mixture was extracted with ethyl acetate. The organic layer was washed with an aqueous saturated solution of sodium chloride and dried over anhydrous ... Starting materials: O=C([O-])O, CCOC(=O)C1=CC(OC(CC)CC)C(N)C(OS(C)(=O)=O)C1, CC(=O)OC(C)=O, CCOC(C)=O, [Na+]. The product is CCOC(=O)C1=CC(OC(CC)CC)C(NC(C)=O)C(OS(C)(=O)=O)C1. As a reaction SMILES: [C:24](=[O:25])([O-:26])[OH:27].[CH2:1]([CH3:2])[O:3][C:4](=[O:5])[C:6]1=[CH:7][CH:8]([O:18][CH:19]([CH2:20][CH3:21])[CH2:22][CH3:23])[CH:9]([NH2:17])[CH:10]([O:12][S:13](=[O:14])(=[O:15])[CH3:16])[CH2:11]1.[CH3:29][C:30](=[O:31])[O:32][C:33](=[O:34])[CH3:35].[CH3:36][CH2:37][O:38][C:39]([CH3:40])=[O:41].[Na+:28]>>[CH2:1]([CH3:2])[O:3][C:4](=[O:5])[C:6]1=[CH:7][CH:8]([O:18][CH:19]([CH2:20][CH3:21])[CH2:22][CH3:23])[CH:9]([NH:17][C:30]([CH3:29])=[O:31])[CH:10]([O:12][S:13](=[O:14])(=[O:15])[CH3:16])[CH2:11]1. The reactants are CO[C@@H]1[C@@H]([C@H]([C@@H]([C@H](O1)CO)O)O)O (methyl-α-D-glucopyranoside), C(CCCCCCCCCCC)(=O)O (dodecanoic acid). Product: C(CCCCCCCCCCC)(=O)OC[C@@H]1[C@H]([C@@H]([C@H](C(OC)O1)O)O)O (methyl 6-O-dodecanoyl-D-glucopyranoside). Reaction SMILES: [CH3:1][O:2][C@H:3]1[O:8][C@H:7]([CH2:9][OH:10])[C@@H:6]([OH:11])[C@H:5]([OH:12])[C@H:4]1[OH:13].[C:14](O)(=[O:26])[CH2:15][CH2:16][CH2:17][CH2:18][CH2:19][CH2:20][CH2:21][CH2:22][CH2:23][CH2:24][CH3:25]>>[C:14]([O:10][CH2:9][C@H:7]1[O:8][CH:3]([O:2][CH3:1])[C@H:4]([OH:13])[C@@H:5]([OH:12])[C@@H:6]1[OH:11])(=[O:26])[CH2:15][CH2:16][CH2:17][CH2:18][CH2:19][CH2:20][CH2:21][CH2:22][CH2:23][CH2:24][CH3:25]. Reported procedure: After 18 hours methyl-α-D-glucopyranoside (64 g, 0.33 mol, prepared according to example 6), dodecanoic acid (90 g, 0.45 mol) and 6 g lipase were added. After additional 22 hours the enzyme was removed by filtration and the product was worked up by short path distillation according to example 1, yielding a crude product containing 84% 6-O-dodecanoyl-D-glucopyranoside 9% methyl-D-glucoside and 7% diesters Part of the product was purified by chromatography and the identity of the title compound (b... Yields the product C(C)(C)(C)OC(=O)N1CC2=CC3=CC=C(N=C3N2[C@@H](C1)C)C ((R)-4,6-Dimethyl-3,4-dihydro-1H-2,4a,5-triaza-fluorene-2-carboxylic acid tert-butyl ester). Procedure details: To a solution of 0.20 g (0.55 mmol) (R)-6-bromo-4-methyl-3,4-dihydro-1H-2,4a,5-triaza-fluorene-2-carboxylic acid tert-butyl ester (Example 5, intermediate a) in 10 ml 1,2-dimethoxyethane was added 63 mg (55 μmol) tetrakis(triphenylphosphine)palladium. After 30 min, 5 ml saturated aqueous sodium carbonate solution and 0.09 ml (0.65 mmol) of a 1M trimethylboroxine solution in THF were added and the resulting suspension was heated to reflux for 5 h. The reaction mixture was cooled to room temperatu... Run in COCCOC (1,2-dimethoxyethane), C1CCOC1 (THF). The reagents and catalysts are C=1C=CC(=CC1)[P](C=2C=CC=CC2)(C=3C=CC=CC3)[Pd]([P](C=4C=CC=CC4)(C=5C=CC=CC5)C=6C=CC=CC6)([P](C=7C=CC=CC7)(C=8C=CC=CC8)C=9C=CC=CC9)[P](C=1C=CC=CC1)(C=1C=CC=CC1)C=1C=CC=CC1 (tetrakis(triphenylphosphine)palladium). Run at time 30 minute. Reaction SMILES: [C:1]([O:5][C:6]([N:8]1[CH2:20][C@@H:19]([CH3:21])[N:18]2[C:10](=[CH:11][C:12]3[C:17]2=[N:16][C:15](Br)=[CH:14][CH:13]=3)[CH2:9]1)=[O:7])([CH3:4])([CH3:3])[CH3:2].[C:23](=O)([O-])[O-].[Na+].[Na+].CB1OB(C)OB(C)O1.[OH-].[Na+]>COCCOC.C1COCC1.C1C=CC([P]([Pd]([P](C2C=CC=CC=2)(C2C=CC=CC=2)C2C=CC=CC=2)([P](C2C=CC=CC=2)(C2C=CC=CC=2)C2C=CC=CC=2)[P](C2C=CC=CC=2)(C2C=CC=CC=2)C2C=CC=CC=2)(C2C=CC=CC=2)C2C=CC=CC=2)=CC=1>[C:1]([O:5][C:6]([N:8]1[CH2:20][C@@H:19]([CH3:21])[N:18]2[C:10](=[CH:11][C:12]3[C:17]2=[N:16][C:15]([CH3:23])=[CH:14][CH:13]=3)[CH2:9]1)=[O:7])([CH3:4])([CH3:3])[CH3:2] |f:1.2.3,5.6,^1:54,56,75,94|. The reactants are [OH-].[Na+] (sodium hydroxide), C(C)(C)(C)OC(=O)N1CC2=CC3=CC=C(N=C3N2[C@@H](C1)C)Br ((R)-6-bromo-4-methyl-3,4-dihydro-1H-2,4a,5-triaza-fluorene-2-carboxylic acid tert-butyl ester), C([O-])([O-])=O.[Na+].[Na+] (sodium carbonate), CB1OB(OB(O1)C)C (trimethylboroxine). Isolated yield 71.1%.